This data is from the Open Reaction Database (ORD), a public repository of structured organic reaction records. The task is: describe an organic reaction: reactants, conditions, products, and yield The reactants are C1(CCC1)N1CCC2=C(CC1)C=CC(=C2)OC2=NC=C(C=C2)I (3-cyclobutyl-7-[(5-iodo-2-pyridinyl)oxy]-2,3,4,5-tetrahydro-1H-3-benzazepine), N1C(NCC1)=O (2-imidazolidinone). The product is C1(CCC1)N1CCC2=C(CC1)C=CC(=C2)OC2=CC=C(C=N2)N2C(NCC2)=O (1-{6-[(3-Cyclobutyl-2,3,4,5-tetrahydro-1H-3-benzazepin-7-yl)oxy]-3-pyridinyl}-2-imidazolidinone). As a reaction SMILES: [CH:1]1([N:5]2[CH2:11][CH2:10][C:9]3[CH:12]=[CH:13][C:14]([O:16][C:17]4[CH:22]=[CH:21][C:20](I)=[CH:19][N:18]=4)=[CH:15][C:8]=3[CH2:7][CH2:6]2)[CH2:4][CH2:3][CH2:2]1.[NH:24]1[CH2:28][CH2:27][NH:26][C:25]1=[O:29]>>[CH:1]1([N:5]2[CH2:11][CH2:10][C:9]3[CH:12]=[CH:13][C:14]([O:16][C:17]4[N:18]=[CH:19][C:20]([N:24]5[CH2:28][CH2:27][NH:26][C:25]5=[O:29])=[CH:21][CH:22]=4)=[CH:15][C:8]=3[CH2:7][CH2:6]2)[CH2:4][CH2:3][CH2:2]1. Procedure details: The title compound was prepared from 3-cyclobutyl-7-[(5-iodo-2-pyridinyl)oxy]-2,3,4,5-tetrahydro-1H-3-benzazepine (E207) and 2-imidazolidinone using the method of Example 261; MS (ES+) m/e 379 [M+H]+. Product: CCCc1c(Cc2ccc(-c3ccccc3C#N)cc2)c(=O)n(C2CCC(OCC(O)CCC3OCCCO3)CC2)c2ncnn12. The reactants are [Br-], CCCc1c(Cc2ccc(-c3ccccc3C#N)cc2)c(=O)n(C2CCC(OCC(=O)N(C)OC)CC2)c2ncnn12, Cl, [Mg+]CCC1OCCCO1, C1CCOC1. As a reaction SMILES: [Br-:43].[C:1](#[N:2])[c:3]1[c:4](-[c:9]2[cH:10][cH:11][c:12]([CH2:15][c:16]3[c:17](=[O:42])[n:18]([CH:28]4[CH2:29][CH2:30][CH:31]([O:34][CH2:35][C:36](=[O:37])[N:38]([O:39][CH3:40])[CH3:41])[CH2:32][CH2:33]4)[c:19]4[n:20]([c:21]3[CH2:22][CH2:23][CH3:24])[n:25][cH:26][n:27]4)[cH:13][cH:14]2)[cH:5][cH:6][cH:7][cH:8]1.[ClH:53].[O:44]1[CH:45]([CH2:50][CH2:51][Mg+:52])[O:46][CH2:47][CH2:48][CH2:49]1.[O:54]1[CH2:55][CH2:56][CH2:57][CH2:58]1>>[C:1](#[N:2])[c:3]1[c:4](-[c:9]2[cH:10][cH:11][c:12]([CH2:15][c:16]3[c:17](=[O:42])[n:18]([CH:28]4[CH2:29][CH2:30][CH:31]([O:34][CH2:35][CH:36]([OH:37])[CH2:51][CH2:50][CH:45]5[O:44][CH2:49][CH2:48][CH2:47][O:46]5)[CH2:32][CH2:33]4)[c:19]4[n:20]([c:21]3[CH2:22][CH2:23][CH3:24])[n:25][cH:26][n:27]4)[cH:13][cH:14]2)[cH:5][cH:6][cH:7][cH:8]1. The reactants are FC1=C(C=CC(=C1)O)CCC(=O)OCC (ethyl 3-(2-fluoro-4-hydroxyphenyl)propanoate), C(C)C1=C(C(=CC=C1)CC)C1=CC(=CC=C1)CO ((2′,6′-diethylbiphenyl-3-yl)methanol). Product: C(C)C1=C(C(=CC=C1)CC)C1=CC(=CC=C1)COC1=CC(=C(C=C1)CCC(=O)OCC)F (ethyl 3-(4-((2′,6′-diethylbiphenyl-3-yl)methoxy)-2-fluorophenyl)propanoate). The yield is 80.0%. As a reaction SMILES: [F:1][C:2]1[CH:7]=[C:6]([OH:8])[CH:5]=[CH:4][C:3]=1[CH2:9][CH2:10][C:11]([O:13][CH2:14][CH3:15])=[O:12].[CH2:16]([C:18]1[CH:23]=[CH:22][CH:21]=[C:20]([CH2:24][CH3:25])[C:19]=1[C:26]1[CH:31]=[CH:30][CH:29]=[C:28]([CH2:32]O)[CH:27]=1)[CH3:17]>>[CH2:16]([C:18]1[CH:23]=[CH:22][CH:21]=[C:20]([CH2:24][CH3:25])[C:19]=1[C:26]1[CH:31]=[CH:30][CH:29]=[C:28]([CH2:32][O:8][C:6]2[CH:5]=[CH:4][C:3]([CH2:9][CH2:10][C:11]([O:13][CH2:14][CH3:15])=[O:12])=[C:2]([F:1])[CH:7]=2)[CH:27]=1)[CH3:17]. Procedure: The title compound was synthesized in the same manner as in Example 277 from ethyl 3-(2-fluoro-4-hydroxyphenyl)propanoate and (2′,6′-diethylbiphenyl-3-yl)methanol. a yellow oily substance (yield 80%). Starting materials: FC1=CC=C(C=C1)C=1N=C2N(C=CN=C2C)C1C1=NC(=NC=C1)SC (2-(4-fluorophenyl)-8-methyl-3-(2-methylsulfanylpyrimidin-4-yl)-imidazo[1,2-a]pyrazine), OOS(=O)[O-].[K+] (Oxone), CO (MeOH). The solvent is C(Cl)Cl (DCM), O (water). Run at time 20 hour. Yields the product FC1=CC=C(C=C1)C=1N=C2N(C=CN=C2C)C1C1=NC(=NC=C1)S(=O)(=O)C (2-(4-Fluorophenyl)-3-(2-methanesulfonylpyrimidin-4-yl)-8-methylimidazo[1,2-a]pyrazine). The yield is 38.0%. As a reaction SMILES: [F:1][C:2]1[CH:7]=[CH:6][C:5]([C:8]2[N:9]=[C:10]3[C:15]([CH3:16])=[N:14][CH:13]=[CH:12][N:11]3[C:17]=2[C:18]2[CH:23]=[CH:22][N:21]=[C:20](SC)[N:19]=2)=[CH:4][CH:3]=1.O[O:27][S:28]([O-:30])=O.[K+].[CH3:32]O>C(Cl)Cl.O>[F:1][C:2]1[CH:7]=[CH:6][C:5]([C:8]2[N:9]=[C:10]3[C:15]([CH3:16])=[N:14][CH:13]=[CH:12][N:11]3[C:17]=2[C:18]2[CH:23]=[CH:22][N:21]=[C:20]([S:28]([CH3:32])(=[O:30])=[O:27])[N:19]=2)=[CH:4][CH:3]=1 |f:1.2|. Procedure: To a solution of 2-(4-fluorophenyl)-8-methyl-3-(2-methylsulfanylpyrimidin-4-yl)-imidazo[1,2-a]pyrazine (Example #F.1A; 8.58 g, 24.4 mmol) in MeOH (200 mL) and DCM (200 mL) at ambient temperature was added Oxone® (30.0 g, 48.8 mmol) in water (100 mL) to form a suspension. After about 20 h of stirring the layers were separated. The aqueous layer was washed with DCM (3×30 mL). Combined organic layers were washed with brine, dried over MgSO4, and concentrated under reduced pressure to yield a yellow...